Dataset: the Open Reaction Database (ORD), a public repository of structured organic reaction records. Task: describe an organic reaction: reactants, conditions, products, and yield Reactants: NC(=O)C1=CC=C(OCC2=CC=CC=C2)C=C1 (4-aminocarbonylphenoxy phenyl methane), C(C)O (ethanol). Solvent: [OH-].[Na+] (sodium hydroxide). Reaction conditions: time 24 hour. Yields the product C(=O)(O)C1=CC=C(OCC2=CC=CC=C2)C=C1 (4-carboxyphenoxy phenyl methane). RXN SMILES: N[C:2]([C:4]1[CH:17]=[CH:16][C:7]([O:8][CH2:9][C:10]2[CH:15]=[CH:14][CH:13]=[CH:12][CH:11]=2)=[CH:6][CH:5]=1)=[O:3].C([OH:20])C>[OH-].[Na+]>[C:2]([C:4]1[CH:17]=[CH:16][C:7]([O:8][CH2:9][C:10]2[CH:15]=[CH:14][CH:13]=[CH:12][CH:11]=2)=[CH:6][CH:5]=1)([OH:20])=[O:3] |f:2.3|. Procedure details: A mixture of 4-aminocarbonylphenoxy phenyl methane (10g) in ethanol (100ml) and sodium hydroxide (100ml., 10N) was heated under reflux with vigorous stirring for 24hrs. The reaction mixture was cooled, the precipitated sodium salt was filtered off washed with a little water then converted to 4-carboxyphenoxy phenyl methane by boiling under reflux with concentrated hydrochloric acid (100ml) for 6hr. Dilution of the cooled mixture and extraction with ether yielded 4-carboxyphenoxy phenyl methane, ... Starting materials: N1C=C(C2=CC=CC=C12)C(=O)Cl (1H-indole-3-carbonyl chloride), N12CCC(CC1)(CC2)CO ((quinuclidin-4-yl)methanol). Run in C(Cl)Cl (methylene chloride), C(Cl)Cl (methylene chloride). Run at time 8 hour. The product is N1C=C(C2=CC=CC=C12)C(=O)OCC12CCN(CC1)CC2 ((Quinuclidin-4-yl)methyl 1H-indole-3-carboxylate). Isolated yield 11.3%. As a reaction SMILES: [NH:1]1[C:9]2[C:4](=[CH:5][CH:6]=[CH:7][CH:8]=2)[C:3]([C:10](Cl)=[O:11])=[CH:2]1.[N:13]12[CH2:20][CH2:19][C:16]([CH2:21][OH:22])([CH2:17][CH2:18]1)[CH2:15][CH2:14]2>C(Cl)Cl>[NH:1]1[C:9]2[C:4](=[CH:5][CH:6]=[CH:7][CH:8]=2)[C:3]([C:10]([O:22][CH2:21][C:16]23[CH2:19][CH2:20][N:13]([CH2:18][CH2:17]2)[CH2:14][CH2:15]3)=[O:11])=[CH:2]1. Reported procedure: To a solution of 1H-indole-3-carbonyl chloride (45 mg, 0.25 mmol) in 3 mL of methylene chloride at 0° C. was added (quinuclidin-4-yl)methanol (36 mg, 0.25 mmol) in 2 mL of methylene chloride. The mixture was stirred at room temperature overnight. The solvent was evaporated and water (10 mL) was added. The water layer was basified to pH 12 using 10% aqueous potassium hydroxide and extracted three times with 25 mL each of ethyl acetate. The combined organic layers were dried over sodium sulfate an... The yield is 17.3%. The reactants are ClC1=NC=C(C(=N1)NC1=C(C(=O)NC)C=CC=C1C)Cl (2-(2,5-Dichloro-pyrimidin-4-ylamino)-3,N-dimethyl-benzamide), NC=1C=CC2=C(C(NCCC2)=O)C1 (8-Amino-2,3,4,5-tetrahydro-benzo[c]azepin-1-one), CC1([C@@H]2CC[C@]1(C(=O)C2)CS(=O)(=O)O)C (DL-10-Camphorsulfonic acid). Reaction SMILES: Cl[C:2]1[N:7]=[C:6]([NH:8][C:9]2[C:18]([CH3:19])=[CH:17][CH:16]=[CH:15][C:10]=2[C:11]([NH:13][CH3:14])=[O:12])[C:5]([Cl:20])=[CH:4][N:3]=1.[NH2:21][C:22]1[CH:23]=[CH:24][C:25]2[CH2:31][CH2:30][CH2:29][NH:28][C:27](=[O:32])[C:26]=2[CH:33]=1.CC1(C)[C@]2(CS(O)(=O)=O)C(C[C@H]1CC2)=O>C(O)(C)C>[Cl:20][C:5]1[C:6]([NH:8][C:9]2[C:18]([CH3:19])=[CH:17][CH:16]=[CH:15][C:10]=2[C:11]([NH:13][CH3:14])=[O:12])=[N:7][C:2]([NH:21][C:22]2[CH:23]=[CH:24][C:25]3[CH2:31][CH2:30][CH2:29][NH:28][C:27](=[O:32])[C:26]=3[CH:33]=2)=[N:3][CH:4]=1. Reported procedure: Combined 2-(2,5-Dichloro-pyrimidin-4-ylamino)-3,N-dimethyl-benzamide (100 mg, 0.321 mmol), 8-Amino-2,3,4,5-tetrahydro-benzo[c]azepin-1-one (69 mg, 0.392 mmol), DL-10-Camphorsulfonic acid (93 mg, 0.400 mmol) and isopropanol (4 mL) in a microwave tube. Microwaved reaction at 120° C. for 30 minutes. Evaporated off solvent and purified with normal phase chromatography to yield an off-white solid, 2-[5-Chloro-2-(1-oxo-2,3,4,5-tetrahydro-1H-benzo[c]azepin-8-ylamino)-pyrimidin-4-ylamino]-3,N-dimethyl-b... Solvent: C(C)(C)O (isopropanol). Yields the product ClC=1C(=NC(=NC1)NC=1C=CC2=C(C(NCCC2)=O)C1)NC1=C(C(=O)NC)C=CC=C1C (2-[5-Chloro-2-(1-oxo-2,3,4,5-tetrahydro-1H-benzo[c]azepin-8-ylamino)-pyrimidin-4-ylamino]-3,N-dimethyl-benzamide). The reactants are CC(C)(C)OC(=O)N1CCCC1CO, C1CCOC1, Cc1cc(I)ccc1O, CC(C)OC(=O)N=NC(=O)OC(C)C, c1ccc(P(c2ccccc2)c2ccccc2)cc1. Yields the product Cc1cc(I)ccc1OCC1CCCN1C(=O)OC(C)(C)C. Reaction SMILES: [C:10]([CH3:11])([CH3:12])([CH3:13])[O:14][C:15](=[O:16])[N:17]1[CH:18]([CH2:19][OH:20])[CH2:21][CH2:22][CH2:23]1.[CH2:57]1[O:58][CH2:59][CH2:60][CH2:61]1.[I:1][c:2]1[cH:3][c:4]([CH3:9])[c:5]([OH:8])[cH:6][cH:7]1.[O:43]=[C:44]([O:45][CH:46]([CH3:47])[CH3:48])[N:49]=[N:50][C:51]([O:52][CH:53]([CH3:54])[CH3:55])=[O:56].[c:24]1([P:25]([c:26]2[cH:27][cH:28][cH:29][cH:30][cH:31]2)[c:32]2[cH:33][cH:34][cH:35][cH:36][cH:37]2)[cH:38][cH:39][cH:40][cH:41][cH:42]1>>[I:1][c:2]1[cH:3][c:4]([CH3:9])[c:5]([O:8][CH2:19][CH:18]2[N:17]([C:15]([O:14][C:10]([CH3:11])([CH3:12])[CH3:13])=[O:16])[CH2:23][CH2:22][CH2:21]2)[cH:6][cH:7]1.